This data is from the Open Reaction Database (ORD), a public repository of structured organic reaction records. The task is: describe an organic reaction: reactants, conditions, products, and yield Starting materials: CN(C)C=O, Cl, Fc1cc(F)cc(Br)c1, [Mg], C1CCOC1. The product is O=Cc1cc(F)cc(F)c1. RXN SMILES: [CH3:11][N:12]([CH:13]=[O:14])[CH3:15].[ClH:16].[F:2][c:3]1[cH:4][c:5]([Br:10])[cH:6][c:7]([F:9])[cH:8]1.[Mg:1].[O:17]1[CH2:18][CH2:19][CH2:20][CH2:21]1>>[F:2][c:3]1[cH:4][c:5]([CH:13]=[O:14])[cH:6][c:7]([F:9])[cH:8]1. Reactants: C(C)(C)N(CC)C(C)C (Diisopropylethylamine), NC1CCN(CC1)S(=O)(=O)C1=CC(=C(C(=O)NCCC2=CC=CC=C2)C=C1)F (4-(4-Amino-piperidine-1-sulfonyl)-2-fluoro-N-phenethyl-benzamide), C(C=C)(=O)Cl (acryloyl chloride). Run in C(Cl)Cl (DCM), C1CCOC1 (THF). Run at time 3 hour. Yields the product C(C=C)(=O)NC1CCN(CC1)S(=O)(=O)C1=CC(=C(C(=O)NCCC2=CC=CC=C2)C=C1)F (4-(4-Acryloylamino-piperidine-1-sulfonyl)-2-fluoro-N-phenethyl-benzamide). Isolated yield 21.8%. RXN SMILES: C(N(C(C)C)CC)(C)C.[NH2:10][CH:11]1[CH2:16][CH2:15][N:14]([S:17]([C:20]2[CH:36]=[CH:35][C:23]([C:24]([NH:26][CH2:27][CH2:28][C:29]3[CH:34]=[CH:33][CH:32]=[CH:31][CH:30]=3)=[O:25])=[C:22]([F:37])[CH:21]=2)(=[O:19])=[O:18])[CH2:13][CH2:12]1.[C:38](Cl)(=[O:41])[CH:39]=[CH2:40]>C1COCC1.C(Cl)Cl>[C:38]([NH:10][CH:11]1[CH2:12][CH2:13][N:14]([S:17]([C:20]2[CH:36]=[CH:35][C:23]([C:24]([NH:26][CH2:27][CH2:28][C:29]3[CH:30]=[CH:31][CH:32]=[CH:33][CH:34]=3)=[O:25])=[C:22]([F:37])[CH:21]=2)(=[O:18])=[O:19])[CH2:15][CH2:16]1)(=[O:41])[CH:39]=[CH2:40]. Reported procedure: Diisopropylethylamine (0.51 ml, 3.0 mmol) was added in one portion to a stirred solution of 4-(4-Amino-piperidine-1-sulfonyl)-2-fluoro-N-phenethyl-benzamide (0.24 g, 0.6 mmol) in THF (10 ml), followed by the drop wise addition of acryloyl chloride (0.05 ml, 0.66 mmol) and the mixture was stirred at room temperature under a nitrogen atmosphere for 3 hours. After this time the mixture was diluted with DCM (20 ml) and washed sequentially with HCl (1M solution, 10 ml), NaOH (1M solution, 10 ml) and ... The reactants are N1C(NCC1)=O (2-imidazolidinone), C(=O)([O-])[O-].[K+].[K+] (K2CO3), BrC1=CC=C(CBr)C=C1 (4-bromobenzylbromide), O (water). Solvent: CS(=O)C (dimethylsulfoxide). Run at time 1.8 hour. Yields the product BrC1=CC=C(CN2C(NCC2)=O)C=C1 (1-(4-Bromobenzyl)-2-imidazolidinone). Yield: 100.0%. As a reaction SMILES: [NH:1]1[CH2:5][CH2:4][NH:3][C:2]1=[O:6].C([O-])([O-])=O.[K+].[K+].[Br:13][C:14]1[CH:21]=[CH:20][C:17]([CH2:18]Br)=[CH:16][CH:15]=1.O>CS(C)=O>[Br:13][C:14]1[CH:21]=[CH:20][C:17]([CH2:18][N:1]2[CH2:5][CH2:4][NH:3][C:2]2=[O:6])=[CH:16][CH:15]=1 |f:1.2.3|. Reported procedure: A 12.4 g (0.14 mole) portion of 2-imidazolidinone in 125 ml of dimethylsulfoxide treated with 19.9 g (0.14 mole) of K2CO3, 11.5 g (0.069 mole) of KI and 36.0 g (0.14 mole) of 4-bromobenzylbromide. The reaction mixture was heated to 105° over 0.3 hours, held at 105° with stirring for 1.8 hours, and poured into 1.51 of cold water. The aqueous mixture was extracted with 1.3 l of chloroform. The chloroform extract was washed with 500 ml of water, dried over MgSO4 overnight and filtered. The filtrate... Procedure details: A mixture of 13.8 g of bromoacetic acid, 200 ml of acetonitrile, 19.0 ml. of N,N-diisopropylethylamine, anmd 26.3 g of N,O-dibenzylethanolamine was heated for 24 hours under reflux. An additional portion of bromoacetic acid (3.5 g) was added, and heating continued for an additional 24 hours. Refrigeration of the resulting mixture caused the precipitation of the title compound as white needles of mp 115°-117° C. after recrystallization from ethyl acetate. The reactants are BrCC(=O)O (bromoacetic acid), C(C)(C)N(C(C)C)CC (N,N-diisopropylethylamine), C(C1=CC=CC=C1)NCCOCC1=CC=CC=C1 (N,O-dibenzylethanolamine), BrCC(=O)O (bromoacetic acid). Yields the product Br.C1(=CC=CC=C1)COCCN(CC(=O)O)CC1=CC=CC=C1 (N-[2-(Phenylmethoxy)ethyl]-N-(phenylmethyl)glycine, hydrobromide). Reaction SMILES: [Br:1][CH2:2][C:3]([OH:5])=[O:4].C(N(CC)C(C)C)(C)C.[CH2:15]([NH:22][CH2:23][CH2:24][O:25][CH2:26][C:27]1[CH:32]=[CH:31][CH:30]=[CH:29][CH:28]=1)[C:16]1[CH:21]=[CH:20][CH:19]=[CH:18][CH:17]=1>C(#N)C>[BrH:1].[C:27]1([CH2:26][O:25][CH2:24][CH2:23][N:22]([CH2:15][C:16]2[CH:21]=[CH:20][CH:19]=[CH:18][CH:17]=2)[CH2:2][C:3]([OH:5])=[O:4])[CH:28]=[CH:29][CH:30]=[CH:31][CH:32]=1 |f:4.5|. The solvent is C(C)#N (acetonitrile). Run at time 24 hour. The reactants are C(C)(=O)NCCO (N-acetyl ethanolamine), C1(CCCCC1)N=C=NC1CCCCC1 (1,3-dicyclohexylcarbodiimide), C1(=CC=CC=C1)CCCP(O)=O (3-phenylpropylphosphinic acid). Reagents/catalysts: CN(C1=CC=NC=C1)C (4-dimethylaminopyridine). The solvent is O1CCCC1 (tetrahydrofuran), O1CCCC1 (tetrahydrofuran). Conditions: time 10 minute. Yields the product C1(=CC=CC=C1)CCCP(OCCNC(C)=O)=O (2-(Acetylamino)ethyl 3-phenylpropylphosphinate). Isolated yield 29.7%. Reaction SMILES: C1(N=C=NC2CCCCC2)CCCCC1.[C:16]1([CH2:22][CH2:23][CH2:24][PH:25](=[O:27])[OH:26])[CH:21]=[CH:20][CH:19]=[CH:18][CH:17]=1.[C:28]([NH:31][CH2:32][CH2:33]O)(=[O:30])[CH3:29]>O1CCCC1.CN(C)C1C=CN=CC=1>[C:16]1([CH2:22][CH2:23][CH2:24][PH:25](=[O:26])[O:27][CH2:33][CH2:32][NH:31][C:28](=[O:30])[CH3:29])[CH:21]=[CH:20][CH:19]=[CH:18][CH:17]=1. Procedure details: To a solution of 0.31 g (1.5 mmol) of 1,3-dicyclohexylcarbodiimide in tetrahydrofuran (3 ml) is added 0.28 g (1.5 mmol) of 3-phenylpropylphosphinic acid in tetrahydrofuran (1 ml). The resulting suspension is stirred for 10 minutes at room temperature. N-acetyl ethanolamine (0.10 g, 1.0 mol) is then added, followed by 18 mg or 4-dimethylaminopyridine. The mixture is stirred for 2 hours. The solvent is evaporated under reduced pressure, and the residue is stirred with ethyl acetate (20 ml). The re... The reactants are Cc1cc(C)c(CNC(=O)c2cc(C3=CCNCC3)nc3c2cnn3C(C)C)c(=O)[nH]1, CS(=O)(=O)Cl, c1ccncc1. Product: Cc1cc(C)c(CNC(=O)c2cc(C3=CCN(S(C)(=O)=O)CC3)nc3c2cnn3C(C)C)c(=O)[nH]1. Reaction SMILES: [CH3:1][c:2]1[c:3]([CH2:10][NH:11][C:12](=[O:13])[c:14]2[c:15]3[c:16]([n:17][c:18]([C:20]4=[CH:25][CH2:24][NH:23][CH2:22][CH2:21]4)[cH:19]2)[n:26]([CH:29]([CH3:30])[CH3:31])[n:27][cH:28]3)[c:4](=[O:9])[nH:5][c:6]([CH3:8])[cH:7]1.[S:32](=[O:33])(=[O:34])([CH3:35])[Cl:36].[cH:37]1[cH:38][cH:39][n:40][cH:41][cH:42]1>>[CH3:1][c:2]1[c:3]([CH2:10][NH:11][C:12](=[O:13])[c:14]2[c:15]3[c:16]([n:17][c:18]([C:20]4=[CH:25][CH2:24][N:23]([S:32](=[O:33])(=[O:34])[CH3:35])[CH2:22][CH2:21]4)[cH:19]2)[n:26]([CH:29]([CH3:30])[CH3:31])[n:27][cH:28]3)[c:4](=[O:9])[nH:5][c:6]([CH3:8])[cH:7]1.